Dataset: the Open Reaction Database (ORD), a public repository of structured organic reaction records. Task: describe an organic reaction: reactants, conditions, products, and yield The reactants are [BH4-], O=C(c1ncc[nH]1)c1ncc[nH]1, CCOC(C)=O, CN(Cc1cc(C(F)(F)F)cc(C(F)(F)F)c1)C(=O)CC(CC(=O)O)c1ccc(Cl)c(Cl)c1, [Na+], O. Product: CN(Cc1cc(C(F)(F)F)cc(C(F)(F)F)c1)C(=O)CC(CCO)c1ccc(Cl)c(Cl)c1. As a reaction SMILES: [BH4-:46].[C:34]([c:35]1[nH:36][cH:37][cH:38][n:39]1)([c:40]1[nH:41][cH:42][cH:43][n:44]1)=[O:45].[CH3:48][CH2:49][O:50][C:51]([CH3:52])=[O:53].[Cl:1][c:2]1[cH:3][c:4]([CH:9]([CH2:10][C:11](=[O:12])[OH:13])[CH2:14][C:15](=[O:16])[N:17]([CH3:18])[CH2:19][c:20]2[cH:21][c:22]([C:30]([F:31])([F:32])[F:33])[cH:23][c:24]([C:26]([F:27])([F:28])[F:29])[cH:25]2)[cH:5][cH:6][c:7]1[Cl:8].[Na+:47].[OH2:54]>>[Cl:1][c:2]1[cH:3][c:4]([CH:9]([CH2:10][CH2:11][OH:12])[CH2:14][C:15](=[O:16])[N:17]([CH3:18])[CH2:19][c:20]2[cH:21][c:22]([C:30]([F:31])([F:32])[F:33])[cH:23][c:24]([C:26]([F:27])([F:28])[F:29])[cH:25]2)[cH:5][cH:6][c:7]1[Cl:8]. Starting materials: C(C)(C)(C)OC(N[C@@H](CC(C)(C)C)CO)=O (((S)-1-hydroxymethyl-3,3-dimethyl-butyl)-carbamic acid tert-butyl ester), [H-].[Na+] (NaH), IC (iodomethane), [H-].[Na+] (NaH), IC (iodomethane), C(=O)(O)[O-].[Na+] (NaHCO3). Solvent: C1CCOC1 (THF). Run at temperature 0 celsius, time 30 minute. Yields the product C(C)(C)(C)OC(N[C@@H](CC(C)(C)C)COC)=O (((S)-1-Methoxymethyl-3,3-dimethyl-butyl)-carbamic acid tert-butyl ester). As a reaction SMILES: [H-].[Na+].[C:3]([O:7][C:8](=[O:18])[NH:9][C@H:10]([CH2:16][OH:17])[CH2:11][C:12]([CH3:15])([CH3:14])[CH3:13])([CH3:6])([CH3:5])[CH3:4].IC.[C:21]([O-])(O)=O.[Na+]>C1COCC1>[C:3]([O:7][C:8](=[O:18])[NH:9][C@H:10]([CH2:16][O:17][CH3:21])[CH2:11][C:12]([CH3:15])([CH3:14])[CH3:13])([CH3:6])([CH3:4])[CH3:5] |f:0.1,4.5|. Procedure: To a suspension of NaH (51.3 mg, 1.284 mmol) in THF (10 mL) cooled at 0° C. under Argon atmosphere was slowly added ((S)-1-hydroxymethyl-3,3-dimethyl-butyl)-carbamic acid tert-butyl ester (300 mg, 1.167 mmol). The mixture was stirred at 0° C. for 30 min and iodomethane (0.095 ml, 1.517 mmol) was added. The reaction mixture was allowed to reach RT and further stirred overnight. To complete the reaction, NaH (24 mg, 0.584 mmol) was again added at 0° C. followed 30 min later by the addition of iodo... Reactants: BrC=1C=C(C=NC1)S(=O)(=O)NC(C)(C)C (5-bromo-N-tert-butylpyridine-3-sulfonamide), B1(OC(C(O1)(C)C)(C)C)B2OC(C(O2)(C)C)(C)C (bis(pinacolato) diboron), C(C)(=O)[O-].[K+] (potassium acetate), BrC=1C=CC=2N(C1)N=C(N2)N (6-Bromo-[1,2,4]triazolo[1,5-a]pyridin-2-ylamine), C(=O)([O-])[O-].[Na+].[Na+] (Na2CO3). Solvent: O1CCOCC1 (dioxane), C(Cl)Cl (CH2Cl2), C(Cl)Cl (CH2Cl2), CCO (EtOH). Reaction conditions: temperature 120 celsius. The product is C(C)(C)(C)NS(=O)(=O)C=1C=NC=C(C1)C=1C=CC=2N(C1)N=C(N2)N (5-(2-Amino-[1,2,4]triazolo[1,5-a]pyridin-6-yl)-pyridine-3-sulfonic acid tert-butylamide). Yield: 184.5%. RXN SMILES: Br[C:2]1[CH:3]=[C:4]([S:8]([NH:11][C:12]([CH3:15])([CH3:14])[CH3:13])(=[O:10])=[O:9])[CH:5]=[N:6][CH:7]=1.B1(B2OC(C)(C)C(C)(C)O2)OC(C)(C)C(C)(C)O1.C([O-])(=O)C.[K+].Br[C:40]1[CH:41]=[CH:42][C:43]2[N:44]([N:46]=[C:47]([NH2:49])[N:48]=2)[CH:45]=1.C([O-])([O-])=O.[Na+].[Na+]>C(Cl)Cl.CCO.O1CCOCC1>[C:12]([NH:11][S:8]([C:4]1[CH:5]=[N:6][CH:7]=[C:2]([C:40]2[CH:41]=[CH:42][C:43]3[N:44]([N:46]=[C:47]([NH2:49])[N:48]=3)[CH:45]=2)[CH:3]=1)(=[O:10])=[O:9])([CH3:15])([CH3:14])[CH3:13] |f:2.3,5.6.7|. Procedure: 5-bromo-N-tert-butylpyridine-3-sulfonamide (375 mg, 0.986 mmol), bis(pinacolato) diboron (276 mg, 1.085 mmol), potassium acetate (290 mg, 2.96 mmol), [1,1′bis(diphenylphosphino)ferrocene]dichloro-palladium (II) complex with CH2Cl2 (40 mg, 0.049 mmol) and dioxane (3 ml) were heated to 120° C. for 60 minutes in the microwave. After this time aryl bromide (A) (147 mg, 0.69 mmol), Na2CO3 (2M aqueous solution, 2 mL), EtOH (0.4 ml) and a further portion of [1,1′bis(diphenylphosphino)ferrocene]dichloro... The reactants are INC(CCC(=O)N)=O (N-Iodosuccinamide), FC(C(=O)OC(C(F)(F)F)=O)(F)F (trifluoroacetic anhydride), C(CC)OC1=C(C(=O)O)C=CC=N1 (2-propoxynicotinic acid), 2.5h. Solvent: FC(C(=O)O)(F)F (trifluoroacetic acid). Yields the product C(CC)OC1=C(C(=O)O)C=C(C=N1)I (2-Propoxy-5-iodonicotinic acid). Reaction SMILES: [I:1]NC(=O)CCC(N)=O.FC(F)(F)C(OC(=O)C(F)(F)F)=O.[CH2:23]([O:26][C:27]1[N:35]=[CH:34][CH:33]=[CH:32][C:28]=1[C:29]([OH:31])=[O:30])[CH2:24][CH3:25]>FC(F)(F)C(O)=O>[CH2:23]([O:26][C:27]1[N:35]=[CH:34][C:33]([I:1])=[CH:32][C:28]=1[C:29]([OH:31])=[O:30])[CH2:24][CH3:25]. Procedure details: N-Iodosuccinamide (18.22 g, 0.08 mol), trifluoroacetic acid (100 ml) and trifluoroacetic anhydride (25 ml) were added to 2-propoxynicotinic acid (0.054 mol). The mixture was refluxed for 2.5h, cooled and the solvents evaporated. The residue was extracted from water with ethyl acetate and the organics washed with water (twice) and brine (twice), dried (MgSO4) and concentrated. The red residue was redissolved in ethyl acetate washed with sodium thiosulfate solution (twice), water (twice), brine (t... Yields the product NCc1cccc(Cn2nc(N(S(=O)(=O)c3ccc(Cl)s3)S(=O)(=O)c3ccc(Cl)s3)c3c(CO)cccc32)c1. RXN SMILES: [CH3:1][C:2]([N:5]([C:3](=[O:4])[O-:6])[CH2:9][c:10]1[cH:11][c:12]([CH2:16][n:17]2[n:18][c:19]([N:28]([S:29](=[O:30])(=[O:31])[c:32]3[s:33][c:34]([Cl:37])[cH:35][cH:36]3)[S:38](=[O:39])(=[O:40])[c:41]3[s:42][c:43]([Cl:46])[cH:44][cH:45]3)[c:20]3[c:21]([CH2:26][OH:27])[cH:22][cH:23][cH:24][c:25]23)[cH:13][cH:14][cH:15]1)([CH3:7])[CH3:8].[Cl:54][CH2:55][Cl:56].[OH:47][C:48]([C:49]([F:50])([F:51])[F:52])=[O:53]>>[NH2:5][CH2:9][c:10]1[cH:11][c:12]([CH2:16][n:17]2[n:18][c:19]([N:28]([S:29](=[O:30])(=[O:31])[c:32]3[s:33][c:34]([Cl:37])[cH:35][cH:36]3)[S:38](=[O:39])(=[O:40])[c:41]3[s:42][c:43]([Cl:46])[cH:44][cH:45]3)[c:20]3[c:21]([CH2:26][OH:27])[cH:22][cH:23][cH:24][c:25]23)[cH:13][cH:14][cH:15]1. Reactants: CC(C)(C)N(Cc1cccc(Cn2nc(N(S(=O)(=O)c3ccc(Cl)s3)S(=O)(=O)c3ccc(Cl)s3)c3c(CO)cccc32)c1)C(=O)[O-], ClCCl, O=C(O)C(F)(F)F. The reactants are BrC1CC1 (bromocyclopropane), [Mg] (magnesium), O=C1C=2SC=CC2COC2=C1C=C(C=C2)CC(=O)OC (methyl (4-oxo-4,10-dihydro-9-oxa-3-thiabenzo[f]azulen-6-yl)acetate), [Cl-].[NH4+] (ammonium chloride). Solvent: C1CCOC1 (THF), C1CCOC1 (THF), C1CCOC1 (THF). Reaction conditions: time 30 minute. The product is C1(CC1)C1(C=2SC=CC2COC2=C1C=C(C=C2)CC(=O)OC)O (Methyl (4-Cyclopropyl-4-hydroxy-4,10-dihydro-9-oxa-3-thiabenzo[f]azulen-6-yl)acetate). Isolated yield 79.0%. RXN SMILES: Br[CH:2]1[CH2:4][CH2:3]1.[Mg].[O:6]=[C:7]1[C:16]2[CH:17]=[C:18]([CH2:21][C:22]([O:24][CH3:25])=[O:23])[CH:19]=[CH:20][C:15]=2[O:14][CH2:13][C:12]2[CH:11]=[CH:10][S:9][C:8]1=2.[Cl-].[NH4+]>C1COCC1>[CH:2]1([C:7]2([OH:6])[C:16]3[CH:17]=[C:18]([CH2:21][C:22]([O:24][CH3:25])=[O:23])[CH:19]=[CH:20][C:15]=3[O:14][CH2:13][C:12]3[CH:11]=[CH:10][S:9][C:8]2=3)[CH2:4][CH2:3]1 |f:3.4|. Procedure: An anhydrous THF (50 mL) solution of bromocyclopropane (8.3 mL) was added dropwise to a metal magnesium (2.5 g), while heating. After the termination of dropwise addition, an anhydrous THF (20 mL) was added thereto, and the mixture was refluxed under heating for an additional 2 hours. Thereafter, the reaction mixture was allowed to air-cool, and this solution was added dropwise to an anhydrous THF (30 mL) solution of methyl (4-oxo-4,10-dihydro-9-oxa-3-thiabenzo[f]azulen-6-yl)acetate (10.0 g) pre... Run in C(C)(=O)O.O (acetic acid water). Yield: 77.9%. Run at time 4 hour. Yields the product CC1=C(N=C(O1)C1=CC=CC=C1)CCC(=O)C1=CC=C(C=C1)CCC=O (3-[4-[3-(5-methyl-2-phenyl-4-oxazolyl)propionyl]phenyl]propionaldehyde). Reactants: O1C(OCC1)CCC1=CC=C(C=C1)C(CCC=1N=C(OC1C)C1=CC=CC=C1)=O (4-[3-[4-[2-(1,3-dioxolan- 2-yl)ethyl]phenyl]-3-oxopropyl]-5-methyl-2-phenyloxazole). Procedure: A mixture of 4-[3-[4-[2-(1,3-dioxolan- 2-yl)ethyl]phenyl]-3-oxopropyl]-5-methyl-2-phenyloxazole (2.17 g) and 50% acetic acid-water (60 ml) was stirred at 75°-80° C. for 4 hours. The reaction mixture was concentrated under reduced pressure, neutralized with an aqueous solution of sodium hydrogen carbonate and then extracted with ethyl acetate. The ethyl acetate layer was washed with water, dried (MgSO4) and then concentrated under reduced pressure; the residue was subjected to silica gel column c... Reaction SMILES: [O:1]1CCO[CH:2]1[CH2:6][CH2:7][C:8]1[CH:13]=[CH:12][C:11]([C:14](=[O:29])[CH2:15][CH2:16][C:17]2[N:18]=[C:19]([C:23]3[CH:28]=[CH:27][CH:26]=[CH:25][CH:24]=3)[O:20][C:21]=2[CH3:22])=[CH:10][CH:9]=1>C(O)(=O)C.O>[CH3:22][C:21]1[O:20][C:19]([C:23]2[CH:24]=[CH:25][CH:26]=[CH:27][CH:28]=2)=[N:18][C:17]=1[CH2:16][CH2:15][C:14]([C:11]1[CH:10]=[CH:9][C:8]([CH2:7][CH2:6][CH:2]=[O:1])=[CH:13][CH:12]=1)=[O:29] |f:1.2|. Starting materials: C(C1=CC=CC=C1)C=1C=CC(=C(C1)C(CC(C(=O)OC)=O)=O)OC1=NC=CC=C1 (methyl 4-[5-benzyl-2-(pyridin-2-yloxy)phenyl]-2,4-dioxo-butyrate), [OH-].[Na+] (NaOH), resultant mixture. Solvent: C(Cl)(Cl)Cl (chloroform), C1CCOC1 (THF). The product is C(C1=CC=CC=C1)C=1C=CC(=C(C1)C(CC(C(=O)O)=O)=O)OC1=NC=CC=C1 (4-[5-Benzyl-2-(pyridin-2-yloxy)phenyl]-2,4-dioxo-butyric acid). As a reaction SMILES: [CH2:1]([C:8]1[CH:9]=[CH:10][C:11]([O:23][C:24]2[CH:29]=[CH:28][CH:27]=[CH:26][N:25]=2)=[C:12]([C:14](=[O:22])[CH2:15][C:16](=[O:21])[C:17]([O:19]C)=[O:18])[CH:13]=1)[C:2]1[CH:7]=[CH:6][CH:5]=[CH:4][CH:3]=1.[OH-].[Na+]>C1COCC1.C(Cl)(Cl)Cl>[CH2:1]([C:8]1[CH:9]=[CH:10][C:11]([O:23][C:24]2[CH:29]=[CH:28][CH:27]=[CH:26][N:25]=2)=[C:12]([C:14](=[O:22])[CH2:15][C:16](=[O:21])[C:17]([OH:19])=[O:18])[CH:13]=1)[C:2]1[CH:7]=[CH:6][CH:5]=[CH:4][CH:3]=1 |f:1.2|. Reported procedure: To a solution of methyl 4-[5-benzyl-2-(pyridin-2-yloxy)phenyl]-2,4-dioxo-butyrate (0.14 g) in THF (10 mL) at room temp., aq. NaOH (1 M, 0.44 mL) was added. The resultant mixture was stirred at room temp for 6 h. The product mixture was diluted with chloroform and partitioned with aq. HCl. The organic extract was washed with brine, dried over sodium sulfate, filtered, and concentrated under vacuum. The residue was triturated with a mixture of diethyl ether and hexane. Filtration of the resultant ...